This data is from the Open Reaction Database (ORD), a public repository of structured organic reaction records. The task is: describe an organic reaction: reactants, conditions, products, and yield Starting materials: Cl (hydrochloride), N1(CCCC1)C=1C=C(C(=O)O)C=C(C1OC1=CC=CC=C1)S(N)(=O)=O (3-(1-pyrrolidinyl)-4-phenoxy-5-sulphamylbenzoic acid), N1(CCCC1)C=1C=C(C(=O)O)C=C(C1OC1=CC=CC=C1)N (3-(1-pyrrolidinyl)-4-phenoxy-5-aminobenzoic acid), 3-(1-pyrrolidinyl)-4-phenoy-5-chlorosulphonyl-benzoic acid. Product: N1(CCCC1)C1C=C(C(=O)O)C=CC1(S(N)(=O)=O)OC1=CC=CC=C1 (3-(1-Pyrrolidinyl)-4-phenoxy-4-sulphamylbenzoic acid). As a reaction SMILES: Cl.[N:2]1([C:7]2[CH:8]=[C:9]([CH:13]=[C:14](N)[C:15]=2[O:16][C:17]2[CH:22]=[CH:21][CH:20]=[CH:19][CH:18]=2)[C:10]([OH:12])=[O:11])[CH2:6][CH2:5][CH2:4][CH2:3]1.N1(C2C=C(C=C([S:45](=[O:48])(=[O:47])[NH2:46])C=2OC2C=CC=CC=2)C(O)=O)CCCC1>>[N:2]1([CH:7]2[C:15]([O:16][C:17]3[CH:22]=[CH:21][CH:20]=[CH:19][CH:18]=3)([S:45](=[O:48])(=[O:47])[NH2:46])[CH:14]=[CH:13][C:9]([C:10]([OH:12])=[O:11])=[CH:8]2)[CH2:6][CH2:5][CH2:4][CH2:3]1. Procedure details: The hydrochloride of the 3-(1-pyrrolidinyl)-4-phenoxy-5-aminobenzoic acid is converted in the manner described in Example 35 over the 3-(1-pyrrolidinyl)-4-phenoy-5-chlorosulphonyl-benzoic acid into the desired 3-(1-pyrrolidinyl)-4-phenoxy-5-sulphamylbenzoic acid melting at 225°-226° C. Reactants: C(C)(=O)N1CCN(CC1)C1=CC=C(NC2=NC=C(C(=N2)C2=CN=C(N2C(C)C)C)Cl)C=C1 (2-[4-(4-acetylpiperazin-1-yl)anilino]-4-(1-isopropyl-2-methyl-1H-imidazol-5-yl)-5-chloropyrimidine). The solvent is CCOCC (ether). Product: N1(CCNCC1)C1=CC=C(NC2=NC=C(C(=N2)C2=CN=C(N2C(C)C)C)Cl)C=C1 (2-[4-(Piperazin-1-yl)anilino]-4-(1-isopropyl-2-methyl-1H-imidazol-5-yl)-5-chloropyrimidine). RXN SMILES: C([N:4]1[CH2:9][CH2:8][N:7]([C:10]2[CH:32]=[CH:31][C:13]([NH:14][C:15]3[N:20]=[C:19]([C:21]4[N:25]([CH:26]([CH3:28])[CH3:27])[C:24]([CH3:29])=[N:23][CH:22]=4)[C:18]([Cl:30])=[CH:17][N:16]=3)=[CH:12][CH:11]=2)[CH2:6][CH2:5]1)(=O)C>CCOCC>[N:7]1([C:10]2[CH:11]=[CH:12][C:13]([NH:14][C:15]3[N:20]=[C:19]([C:21]4[N:25]([CH:26]([CH3:28])[CH3:27])[C:24]([CH3:29])=[N:23][CH:22]=4)[C:18]([Cl:30])=[CH:17][N:16]=3)=[CH:31][CH:32]=2)[CH2:8][CH2:9][NH:4][CH2:5][CH2:6]1. Reported procedure: The title compound was prepared from 2-[4-(4-acetylpiperazin-1-yl)anilino]-4-(1-isopropyl-2-methyl-1H-imidazol-5-yl)-5-chloropyrimidine (Example 33; 800 mg) by the method of Example 20. Except that after purification by chromatography on neutral alumina, activity II eluting with MeOH:DCM (3:97) the title compound was isolated as a yellow gum. Trituration with ether gave a foam (50 mg 7%). NMR: 1.34 (d, 6H), 2.45 (s, 3H), 2.82 (m, 4H), 2.96 (m, 4H), 4.82 (septuplet, 1H), 6.85 (d, 2H), 7.41 (s, 1H... The reactants are CCN(CC)CCNC(=O)c1c(C)[nH]c(C=O)c1C, C1CCNCC1, COc1cccc(-c2cccc3c2CC(=O)N3)c1, CCO. The product is CCN(CC)CCNC(=O)c1c(C)[nH]c(C=C2C(=O)Nc3cccc(-c4cccc(OC)c4)c32)c1C. Reaction SMILES: [CH2:19]([CH3:20])[N:21]([CH2:22][CH2:23][NH:24][C:25](=[O:26])[c:27]1[c:28]([CH3:35])[nH:29][c:30]([CH:33]=[O:34])[c:31]1[CH3:32])[CH2:36][CH3:37].[CH2:38]1[CH2:39][CH2:40][NH:41][CH2:42][CH2:43]1.[CH3:1][O:2][c:3]1[cH:4][c:5](-[c:9]2[c:10]3[c:14]([cH:15][cH:16][cH:17]2)[NH:13][C:12](=[O:18])[CH2:11]3)[cH:6][cH:7][cH:8]1.[CH3:44][CH2:45][OH:46]>>[CH3:1][O:2][c:3]1[cH:4][c:5](-[c:9]2[c:10]3[c:14]([cH:15][cH:16][cH:17]2)[NH:13][C:12](=[O:18])[C:11]3=[CH:33][c:30]2[nH:29][c:28]([CH3:35])[c:27]([C:25]([NH:24][CH2:23][CH2:22][N:21]([CH2:19][CH3:20])[CH2:36][CH3:37])=[O:26])[c:31]2[CH3:32])[cH:6][cH:7][cH:8]1. Reactants: [Al+3], C1CCOC1, [Cl-], O=C1CCCc2nc3ccccc3c(NCc3ccc(F)cc3)c21, [H-], [H-], [H-], [H-], [H-], [Li+], [NH4+]. The product is OC1CCCc2nc3ccccc3c(NCc3ccc(F)cc3)c21. As a reaction SMILES: [Al+3:26].[CH2:34]1[O:35][CH2:36][CH2:37][CH2:38]1.[Cl-:32].[F:1][c:2]1[cH:3][cH:4][c:5]([CH2:6][NH:7][c:8]2[c:9]3[cH:10][cH:11][cH:12][cH:13][c:14]3[n:15][c:16]3[c:21]2[C:20](=[O:22])[CH2:19][CH2:18][CH2:17]3)[cH:23][cH:24]1.[H-:25].[H-:28].[H-:29].[H-:30].[H-:31].[Li+:27].[NH4+:33]>>[F:1][c:2]1[cH:3][cH:4][c:5]([CH2:6][NH:7][c:8]2[c:9]3[cH:10][cH:11][cH:12][cH:13][c:14]3[n:15][c:16]3[c:21]2[CH:20]([OH:22])[CH2:19][CH2:18][CH2:17]3)[cH:23][cH:24]1.